From a dataset of the Open Reaction Database (ORD), a public repository of structured organic reaction records. describe an organic reaction: reactants, conditions, products, and yield The reactants are C([O-])([O-])=O.[K+].[K+] (potassium carbonate), C(C=C)(=O)OC (methyl acrylate), O (water), IC=1C=C(C=CC1)C(=O)C1=CC=2C(CCC(C2C=C1)(C)C)(C)C (3-iodophenyl-(5,5,8,8-tetramethyl-5,6,7,8-tetrahydro-2-naphthyl)-methanone). The reagents and catalysts are [Cl-].C(CCC)[N+](CCCC)(CCCC)CCCC (tetrabutylammonium chloride), C(C)(=O)[O-].[Pd+2].C(C)(=O)[O-] (palladium acetate). Solvent: CN(C)C=O (DMF). Reaction conditions: temperature 55 celsius. Product: CC1(C=2C=CC(=CC2C(CC1)(C)C)C(=O)C=1C=C(C=CC1)C=CC(=O)OC)C (Methyl 3-[3-(5,5,8,8-tetramethyl-5,6,7,8-tetrahydro-2-naphthylcarbonyl)phenyl]acrylate). RXN SMILES: I[C:2]1[CH:3]=[C:4]([C:8]([C:10]2[CH:19]=[CH:18][C:17]3[C:16]([CH3:21])([CH3:20])[CH2:15][CH2:14][C:13]([CH3:23])([CH3:22])[C:12]=3[CH:11]=2)=[O:9])[CH:5]=[CH:6][CH:7]=1.C(=O)([O-])[O-].[K+].[K+].[C:30]([O:34][CH3:35])(=[O:33])[CH:31]=[CH2:32].O>CN(C=O)C.[Cl-].C([N+](CCCC)(CCCC)CCCC)CCC.C([O-])(=O)C.[Pd+2].C([O-])(=O)C>[CH3:20][C:16]1([CH3:21])[CH2:15][CH2:14][C:13]([CH3:23])([CH3:22])[C:12]2[CH:11]=[C:10]([C:8]([C:4]3[CH:3]=[C:2]([CH:32]=[CH:31][C:30]([O:34][CH3:35])=[O:33])[CH:7]=[CH:6][CH:5]=3)=[O:9])[CH:19]=[CH:18][C:17]1=2 |f:1.2.3,7.8,9.10.11|. Procedure: A solution of 2 g (4.8 mmol) of 3-iodophenyl-(5,5,8,8-tetramethyl-5,6,7,8-tetrahydro-2-naphthyl)-methanone in 30 ml of DMF is introduced into a three-necked flask under a stream of nitrogen, followed by successive addition of 1.7 g of potassium carbonate, 1.4 g of tetrabutylammonium chloride and 600 μl (6.2 mmol) of methyl acrylate. The reaction medium is degassed by bubbling a stream of argon through it, and 22 mg (0.1 mmol) of palladium acetate are introduced. The reaction medium is heated at ...